Dataset: the Open Reaction Database (ORD), a public repository of structured organic reaction records. Task: describe an organic reaction: reactants, conditions, products, and yield Reported procedure: A process for the preparation of 7-chloro-1,2,3,4-tetrahydroquinolin-4-one which comprises cyclising 3-m-chloroanilinopropionic acid by means of an oleum, then desulphonating the intermediate aromatic sulphonic acids of the formula: ##STR3## (wherein n is 1 or 2) by means of dilute sulphuric acid, and then isolating the 7-chloro-1,2,3,4-tetrahydroquinolin-4-one obtained. The product is S(O)(O)(=O)=O (sulphuric acid), ClC1=CC=C2C(CCNC2=C1)=O (7-chloro-1,2,3,4-tetrahydroquinolin-4-one). Starting materials: OS(=O)(=O)O.O=S(=O)=O (oleum), aromatic sulphonic acids, ClC1=CC=C2C(CCNC2=C1)=O (7-chloro-1,2,3,4-tetrahydroquinolin-4-one), ClC=1C=C(NCCC(=O)O)C=CC1 (3-m-chloroanilinopropionic acid). As a reaction SMILES: [Cl:1][C:2]1[CH:11]=[C:10]2[C:5]([C:6](=[O:12])[CH2:7][CH2:8][NH:9]2)=[CH:4][CH:3]=1.ClC1C=C(C=CC=1)NCCC(O)=O.[OH:26][S:27]([OH:30])(=[O:29])=[O:28].O=S(=O)=O>>[S:27](=[O:28])(=[O:26])([OH:30])[OH:29].[Cl:1][C:2]1[CH:11]=[C:10]2[C:5]([C:6](=[O:12])[CH2:7][CH2:8][NH:9]2)=[CH:4][CH:3]=1 |f:2.3|. The reactants are O1CCC(C2=CC=CC=C12)=O (4-chromanone), [N-]=[N+]=[N-].[Na+] (sodium azide). Run in OS(=O)(=O)O (H2SO4). Conditions: temperature 0 celsius, time 1 hour. Yields the product O1CCNC(C2=C1C=CC=C2)=O (2,3-Dihydro-1,4-benzoxazepin-5(4H)-one). Yield: 59.5%. As a reaction SMILES: [O:1]1[C:10]2[C:5](=[CH:6][CH:7]=[CH:8][CH:9]=2)[C:4](=[O:11])[CH2:3][CH2:2]1.[N-:12]=[N+]=[N-].[Na+]>OS(O)(=O)=O>[O:1]1[C:10]2[CH:9]=[CH:8][CH:7]=[CH:6][C:5]=2[C:4](=[O:11])[NH:12][CH2:3][CH2:2]1 |f:1.2|. Procedure: To a solution containing 4-chromanone (1, 2 g, 13.4 mmol) in 15 mL conc H2SO4 at 0° C. was added sodium azide (1.131 g, 17.4 mmol) and the reaction mixture was stirred initially at 0° C. for 1 hour and then stirred at room temperature for 2 hours. The reaction was quenched by the slow addition of water and then subsequently basified with 10% NaOH. The aqueous solution was extracted with ether (2×150 mL). The combined ether layers were dried (Na2SO4) and filtered. The solvent was removed under va... The reactants are BrC=1C(=C2CC[C@@H](N(C2=CC1)C(=O)OC)C)OC1CCC1 (methyl (S)-6-bromo-5-cyclobutoxy-2-methyl-3,4-dihydroquinoline-1(2H)-carboxylate), CC1(OB(OC1(C)C)C=1C=NN(C1)C1CCN(CC1)C(=O)OC(C)(C)C)C (tert-butyl 4-(4-(4,4,5,5-tetramethyl-1,3,2-dioxaborolan-2-yl)-1H-pyrazol-1-yl)piperidine-1-carboxylate). RXN SMILES: Br[C:2]1[C:3]([O:17][CH:18]2[CH2:21][CH2:20][CH2:19]2)=[C:4]2[C:9](=[CH:10][CH:11]=1)[N:8]([C:12]([O:14][CH3:15])=[O:13])[C@@H:7]([CH3:16])[CH2:6][CH2:5]2.CC1(C)C(C)(C)OB([C:30]2[CH:31]=[N:32][N:33]([CH:35]3[CH2:40][CH2:39][N:38]([C:41](OC(C)(C)C)=O)[CH2:37][CH2:36]3)[CH:34]=2)O1>>[CH:18]1([O:17][C:3]2[C:2]([C:30]3[CH:31]=[N:32][N:33]([CH:35]4[CH2:40][CH2:39][N:38]([CH3:41])[CH2:37][CH2:36]4)[CH:34]=3)=[CH:11][CH:10]=[C:9]3[C:4]=2[CH2:5][CH2:6][C@H:7]([CH3:16])[N:8]3[C:12]([O:14][CH3:15])=[O:13])[CH2:21][CH2:20][CH2:19]1. The product is C1(CCC1)OC1=C2CC[C@@H](N(C2=CC=C1C=1C=NN(C1)C1CCN(CC1)C)C(=O)OC)C (Methyl (S)-5-cyclobutoxy-2-methyl-6-(1-(1-methylpiperidin-4-yl)-1H-pyrazol-4-yl)-3,4-dihydroquinoline-1(2H)-carboxylate). Reported procedure: Methyl (S)-5-cyclobutoxy-2-methyl-6-(1-(1-methylpiperidin-4-yl)-1H-pyrazol-4-yl)-3,4-dihydroquinoline-1(2H)-carboxylate was synthesized from methyl (S)-6-bromo-5-cyclobutoxy-2-methyl-3,4-dihydroquinoline-1(2H)-carboxylate and tert-butyl 4-(4-(4,4,5,5-tetramethyl-1,3,2-dioxaborolan-2-yl)-1H-pyrazol-1-yl)piperidine-1-carboxylate according to the procedure outlined above for Example 60. 1H NMR (300 MHz, CDCl3) δ ppm 0.64-0.99 (m, 1H), 1.12-1.26 (m, 4H), 1.39-1.52 (m, 1H), 1.55-1.67 (m, 1H), 1.97-2....